This data is from the Open Reaction Database (ORD), a public repository of structured organic reaction records. The task is: describe an organic reaction: reactants, conditions, products, and yield Reactants: COc2ccc1ccccc1c2 (substrate), Cc1cccc(C)c1[Mg]Br (effective_coupling_partner). The reagents and catalysts are C1-CDC. Reaction conditions: temperature 60 celsius, time 4 hour. The product is Cc1cccc(C)c1c3ccc2ccccc2c3. The reactants are residue, C(C)O (ethanol), C (charcoal), ClCCCC(=C(C1=CC=C(C=C1)O)C1=CC=CC=C1)C1=CC=CC=C1 (5-chloro-1,2-diphenyl-1-(4-hydroxyphenyl)-1-pentene), ( E )-isomers, Cl (hydrochloric acid). Yields the product ClCCCC(C(=O)C1=CC=CC=C1)C1=CC=CC=C1 (5-chloro-1,2-diphenylpentan-1-one), ClCCCC(=C(C1=CC=C(C=C1)O)C1=CC=CC=C1)C1=CC=CC=C1 (5-chloro-1,2-diphenyl-1-(4-hydroxyphenyl)-1-pentene). As a reaction SMILES: Cl.C.[Cl:3][CH2:4][CH2:5][CH2:6][C:7]([C:22]1[CH:27]=[CH:26][CH:25]=[CH:24][CH:23]=1)=[C:8]([C:16]1[CH:21]=[CH:20][CH:19]=[CH:18][CH:17]=1)[C:9]1[CH:14]=[CH:13][C:12]([OH:15])=[CH:11][CH:10]=1.C([OH:30])C>>[Cl:3][CH2:4][CH2:5][CH2:6][CH:7]([C:22]1[CH:27]=[CH:26][CH:25]=[CH:24][CH:23]=1)[C:8]([C:9]1[CH:14]=[CH:13][CH:12]=[CH:11][CH:10]=1)=[O:30].[Cl:3][CH2:4][CH2:5][CH2:6][C:7]([C:22]1[CH:27]=[CH:26][CH:25]=[CH:24][CH:23]=1)=[C:8]([C:16]1[CH:17]=[CH:18][CH:19]=[CH:20][CH:21]=1)[C:9]1[CH:14]=[CH:13][C:12]([OH:15])=[CH:11][CH:10]=1. Reported procedure: The evaporation residue obtained in Example 24(b) is dissolved in 300 ml of ethanol, after which 10 ml of concentrated hydrochloric acid is added. The mixture is refluxed for 30 min. The solution is treated with charcoal, and filtered. The solvent is evaporated giving a mixture of the (Z)- and (E)-isomers. The isomer mixture is recrystallized from petrol ether to give 7.7 g (22% from 5-chloro-1,2-diphenylpentan-1-one) of the (Z)-isomer, m.p. 116°-8° C. Reactants: CC(=O)O, O=C[O-], NC(=NO)c1c(F)ccc(OCc2nc3cc(Cl)ccc3s2)c1F, [NH4+]. The product is N=C(N)c1c(F)ccc(OCc2nc3cc(Cl)ccc3s2)c1F. As a reaction SMILES: [CH3:29][C:30](=[O:31])[OH:32].[CH:25]([O-:26])=[O:27].[Cl:1][c:2]1[cH:3][cH:4][c:5]2[c:6]([n:7][c:8]([CH2:10][O:11][c:12]3[c:13]([F:23])[c:14]([C:19]([NH2:20])=[N:21][OH:22])[c:15]([F:18])[cH:16][cH:17]3)[s:9]2)[cH:24]1.[NH4+:28]>>[Cl:1][c:2]1[cH:3][cH:4][c:5]2[c:6]([n:7][c:8]([CH2:10][O:11][c:12]3[c:13]([F:23])[c:14]([C:19](=[NH:20])[NH2:21])[c:15]([F:18])[cH:16][cH:17]3)[s:9]2)[cH:24]1. Reactants: C1(=CC=C(C=C1)S(=O)(=O)[O-])C.[NH+]1=CC=CC=C1 (Pyridinium p-toluenesulfonate), C(C)OC(C)OC1CC(=O)OC(C(/C=C/C(C(CC1)(C)OC(C)OCC)OC(CN1CCOCC1)=O)C)\C(=C\C=C\C(CC1C(C(C(CC)OC(C)OCC)C)O1)C)\C ((8E,12E,14E)-3,6,21-tri(1-ethoxyethoxy)-6,10,12,16,20-pentamethyl-7-(morpholin-4-yl)acetoxy-18,19-epoxytricosa-8,12,14-trien-11-olide). The solvent is CO (methanol). Reaction conditions: time 8 hour. Product: OC1CC(=O)OC(C(/C=C/C(C(CC1)(C)O)OC(CN1CCOCC1)=O)C)\C(=C\C=C\C(CC1C(C(C(CC)O)C)O1)C)\C ((8E,12E,14E)-3,6,21-Trihydroxy-6,10,12,16,20-pentamethyl-7-(morpholin-4-yl)acetoxy-18,19-epoxytricosa-8,12,14-trien-11-olide). Yield: 81.2%. As a reaction SMILES: C1(C)C=CC(S([O-])(=O)=O)=CC=1.[NH+]1C=CC=CC=1.C(OC([O:23][CH:24]1[CH2:36][CH2:35][C:34]([O:38]C(OCC)C)([CH3:37])[CH:33]([O:44][C:45](=[O:53])[CH2:46][N:47]2[CH2:52][CH2:51][O:50][CH2:49][CH2:48]2)[CH:32]=[CH:31][CH:30]([CH3:54])[CH:29](/[C:55](/[CH3:76])=[CH:56]/[CH:57]=[CH:58]/[CH:59]([CH3:75])[CH2:60][CH:61]2[O:74][CH:62]2[CH:63]([CH3:73])[CH:64]([O:67]C(OCC)C)[CH2:65][CH3:66])[O:28][C:26](=[O:27])[CH2:25]1)C)C>CO>[OH:23][CH:24]1[CH2:36][CH2:35][C:34]([OH:38])([CH3:37])[CH:33]([O:44][C:45](=[O:53])[CH2:46][N:47]2[CH2:48][CH2:49][O:50][CH2:51][CH2:52]2)[CH:32]=[CH:31][CH:30]([CH3:54])[CH:29](/[C:55](/[CH3:76])=[CH:56]/[CH:57]=[CH:58]/[CH:59]([CH3:75])[CH2:60][CH:61]2[O:74][CH:62]2[CH:63]([CH3:73])[CH:64]([OH:67])[CH2:65][CH3:66])[O:28][C:26](=[O:27])[CH2:25]1 |f:0.1|. Reported procedure: Pyridinium p-toluenesulfonate (2.2 mg, 8.71 μmol) was added to a solution of (8E,12E,14E)-3,6,21-tri(1-ethoxyethoxy)-6,10,12,16,20-pentamethyl-7-(morpholin-4-yl)acetoxy-18,19-epoxytricosa-8,12,14-trien-11-olide (7.3 mg, 8.71 μmol) in methanol (1 mL), followed by stirring at room temperature overnight. The reaction solution was evaporated, and to the resulting residue were added ethyl acetate, water and a saturated sodium bicarbonate aqueous solution. The mixture was extracted with ethyl acetate,... Starting materials: Cc1ccc(CBr)cc1, O=C1NCc2cc(Br)ccc21, O=C([O-])[O-], CN1CCCC1=O, [Cs+], [Cs+], O. Product: Cc1ccc(CN2Cc3cc(Br)ccc3C2=O)cc1. Reaction SMILES: [Br:12][CH2:13][c:14]1[cH:15][cH:16][c:17]([CH3:20])[cH:18][cH:19]1.[Br:1][c:2]1[cH:3][c:4]2[c:8]([cH:9][cH:10]1)[C:7](=[O:11])[NH:6][CH2:5]2.[C:21](=[O:22])([O-:23])[O-:24].[CH3:28][N:29]1[CH2:30][CH2:31][CH2:32][C:33]1=[O:34].[Cs+:25].[Cs+:26].[OH2:27]>>[Br:1][c:2]1[cH:3][c:4]2[c:8]([cH:9][cH:10]1)[C:7](=[O:11])[N:6]([CH2:13][c:14]1[cH:15][cH:16][c:17]([CH3:20])[cH:18][cH:19]1)[CH2:5]2. Reactants: N (ammonia), C(C(=O)O)(=O)O (oxalic acid), N.O[V](=O)=O (ammonium polyvanadate), [V] (vanadium), [V] (vanadium), O=O (oxygen), N (NH3), titania. Solvent: anatase, O (water), O (water). Yields the product C(C(=O)[O-])(=O)[O-].[NH4+].[V+5].C(C(=O)[O-])(=O)[O-].C(C(=O)[O-])(=O)[O-] (vanadium ammonium oxalate). RXN SMILES: [NH3:1].[C:2]([OH:7])(=[O:6])[C:3]([OH:5])=[O:4].N.O[V:10](=O)=O.[V].O=O>O>[C:2]([O-:7])(=[O:6])[C:3]([O-:5])=[O:4].[NH4+:1].[V+5:10].[C:2]([O-:7])(=[O:6])[C:3]([O-:5])=[O:4].[C:2]([O-:7])(=[O:6])[C:3]([O-:5])=[O:4] |f:2.3,7.8.9.10.11|. Procedure: A vanadium ammonium oxalate solution was prepared by adding ammonia and oxalic acid to ammonium polyvanadate suspended in water. The solution obtained contained 9.4% by weight of vanadium, measured as metal. The carriers obtained in Examples 1-3 were impregnated with the solution and subsequently calcined at 450° C. The catalysts obtained contained 4% by weight of vanadium, calculated as the metal, and contained the titania in the anatase form. The catalysts prepared from the carriers of Example... The reactants are [O-]C#N.[K+] (potassium cyanate), Cl.NC1=CC=CC=C1 (Aniline hydrochloride), C(C1=CC=CC=C1)N1CCC(CC1)=O (1-Benzyl-4-piperidinone), C1(CCCCC1)[N+]#[C-] (cyclohexylisonitrile). The solvent is O (water), C(C)OCC (diethyl ether), CCCCCC (Hexane), CO (methanol). Yields the product C(C1=CC=CC=C1)N1CCC2(C(NC(N2C2=CC=CC=C2)=O)=NC2CCCCC2)CC1 (8-Benzyl-4-cyclohexylimino-1-phenyl-1,3,8-triazaspiro[4,5]decane-2-one). Isolated yield 27.0%. RXN SMILES: [CH2:1]([N:8]1[CH2:13][CH2:12][C:11](=O)[CH2:10][CH2:9]1)[C:2]1[CH:7]=[CH:6][CH:5]=[CH:4][CH:3]=1.[CH:15]1([N+:21]#[C-:22])[CH2:20][CH2:19][CH2:18][CH2:17][CH2:16]1.[O-:23][C:24]#[N:25].[K+].Cl.[NH2:28][C:29]1[CH:34]=[CH:33][CH:32]=[CH:31][CH:30]=1>CO.O.C(OCC)C.CCCCCC>[CH2:1]([N:8]1[CH2:13][CH2:12][C:11]2([N:28]([C:29]3[CH:34]=[CH:33][CH:32]=[CH:31][CH:30]=3)[C:24](=[O:23])[NH:25][C:22]2=[N:21][CH:15]2[CH2:20][CH2:19][CH2:18][CH2:17][CH2:16]2)[CH2:10][CH2:9]1)[C:2]1[CH:7]=[CH:6][CH:5]=[CH:4][CH:3]=1 |f:2.3,4.5|. Procedure details: The title compound was prepared by the method of Ugi, et al. (Liebig's Ann., 1963, 666:54-61). 1-Benzyl-4-piperidinone (94.5 g, 0.5 mol) and cyclohexylisonitrile (54.5 g, 0.45 mol), both commercially available from Aldrich Chemical Company, were dissolved in 250 mL of methanol at ambient temperature. A solution of potassium cyanate (40.5 g, 0.5 mol) in 100 mL of water was added in one portion with stirring. Aniline hydrochloride was added in portions over a 45 minute period and the reaction mixt... The solvent is CO (MeOH). The yield is 32.8%. Reaction SMILES: [C:1]([O:5][CH:6]([C:11]1[C:12]([CH:36]([CH3:38])[CH3:37])=[N:13][C:14]2[C:15]([CH3:35])([CH3:34])[CH2:16][N:17](C(=O)C(F)(F)F)[CH2:18][C:19]=2[C:20]=1[C:21]1[CH:26]=[CH:25][C:24]([F:27])=[CH:23][CH:22]=1)[C:7]([O:9]C)=[O:8])([CH3:4])([CH3:3])[CH3:2].[OH-].[Na+].CC#N.O>CO>[C:1]([O:5][CH:6]([C:11]1[C:12]([CH:36]([CH3:38])[CH3:37])=[N:13][C:14]2[C:15]([CH3:35])([CH3:34])[CH2:16][NH:17][CH2:18][C:19]=2[C:20]=1[C:21]1[CH:22]=[CH:23][C:24]([F:27])=[CH:25][CH:26]=1)[C:7]([OH:9])=[O:8])([CH3:4])([CH3:3])[CH3:2] |f:1.2,3.4|. Reactants: C(C)(C)(C)OC(C(=O)OC)C=1C(=NC=2C(CN(CC2C1C1=CC=C(C=C1)F)C(C(F)(F)F)=O)(C)C)C(C)C (methyl 2-tert-butoxy-2-(4-(4-fluorophenyl)-2-isopropyl-8,8-dimethyl-6-(2,2,2-trifluoroacetyl)-5,6,7,8-tetrahydro-1,6-naphthyridin-3-yl)acetate), C(C)(C)(C)OC(C(=O)OC)C=1C(=NC=2C(CN(CC2C1C1=CC=C(C=C1)F)C(C(F)(F)F)=O)(C)C)C(C)C (methyl 2-tert-butoxy-2-(4-(4-fluorophenyl)-2-isopropyl-8,8-dimethyl-6-(2,2,2-trifluoroacetyl)-5,6,7,8-tetrahydro-1,6-naphthyridin-3-yl)acetate), [OH-].[Na+] (NaOH), CC#N.O (CH3CN H2O), NH4OAc. Yields the product C(C)(C)(C)OC(C(=O)O)C=1C(=NC=2C(CNCC2C1C1=CC=C(C=C1)F)(C)C)C(C)C (2-tert-butoxy-2-(4-(4-fluorophenyl)-2-isopropyl-8,8-dimethyl-5,6,7,8-tetrahydro-1,6-naphthyridin-3-yl)acetic acid). Procedure details: A solution of methyl 2-tert-butoxy-2-(4-(4-fluorophenyl)-2-isopropyl-8,8-dimethyl-6-(2,2,2-trifluoroacetyl)-5,6,7,8-tetrahydro-1,6-naphthyridin-3-yl)acetate (intermediate 4) (0.483 g, 0.897 mmol) and 1N NaOH (4.48 ml) in MeOH (10 mL) was stirred at room temperature overnight (15 h) and then 8 h at reflux. After cooling the product was purified by preparative-HPLC (CH3CN/H2O, 10 mmol NH4OAc) to provide 2-tert-butoxy-2-(4-(4-fluorophenyl)-2-isopropyl-8,8-dimethyl-5,6,7,8-tetrahydro-1,6-naphthyridi... The reactants are BrCCOC1OCCCC1 (tetrahydro-2-pyranyl 2-bromoethyl ether), [OH-].[K+] (potassium hydroxide), O=C1NN=CC2=CC=CC=C12 (1-oxophthalazine). The solvent is O (water), CS(=O)C (dimethyl sulfoxide). Conditions: time 30 minute. Yields the product O1C(CCCC1)OCCN1C(C2=CC=CC=C2C=N1)=O (2-{2-[(Tetrahydro-2-pyranyl)oxy]ethyl}-1-oxophthalazine). RXN SMILES: [OH-].[K+].[O:3]=[C:4]1[C:13]2[C:8](=[CH:9][CH:10]=[CH:11][CH:12]=2)[CH:7]=[N:6][NH:5]1.Br[CH2:15][CH2:16][O:17][CH:18]1[CH2:23][CH2:22][CH2:21][CH2:20][O:19]1>O.CS(C)=O>[O:19]1[CH2:20][CH2:21][CH2:22][CH2:23][CH:18]1[O:17][CH2:16][CH2:15][N:5]1[N:6]=[CH:7][C:8]2[C:13](=[CH:12][CH:11]=[CH:10][CH:9]=2)[C:4]1=[O:3] |f:0.1|. Procedure details: A solution of 41.5 g of potassium hydroxide in 53 ml of water is added at room temperature to a solution of 61 g of 1-oxophthalazine in 430 ml of dimethyl sulfoxide. After 30 minutes, 130 g of tetrahydro-2-pyranyl 2-bromoethyl ether are added to the suspension obtained. The mixture is left stirring for 30 hours at room temperature and then concentrated, the residue is taken up in 400 ml of water and the product is extracted with dichloromethane. The organic phase is concentrated. The reactants are IC1=CC=CC=C1 (iodobenzene), C1(=CC=C(C=C1)S)C (p-toluenethiol). The product is C1(=C(C=CC=C1)C1=CC=C(C=C1)S)C (p-Tolylthiophenol). Reaction SMILES: I[C:2]1[CH:7]=[CH:6][CH:5]=[CH:4][CH:3]=1.[C:8]1([CH3:15])[CH:13]=[CH:12][C:11]([SH:14])=[CH:10][CH:9]=1>>[C:4]1([CH3:5])[CH:3]=[CH:2][CH:7]=[CH:6][C:15]=1[C:8]1[CH:13]=[CH:12][C:11]([SH:14])=[CH:10][CH:9]=1. Procedure: The general procedure was used to convert iodobenzene and p-toluenethiol to the title product. Purification by flash chromatography (hexane as the eluent) gave the analytically pure product as a clear oil (388 mg, 97.0% yield). 1H NMR (300 MHz, CDCl3) δ 7.18 (dt, J=8.1, 2H; Ha, Ha′), 7.15–7.12 (m, 4H; He, He′, Hf, Hf′), 7.08 (m, 1H; Hg), 7.04–7.00 (d, J=7.34, 2H; Hc, Hc′), 2.22 (s, 3H; methyl protons). 13C NMR (75 MHz, CDCl3) δ 138.05 (C4), 137.62 (C1′), 132.77 (C2, C6), 131.76 (C1), 130.55 (C3,...